Dataset: the Open Reaction Database (ORD), a public repository of structured organic reaction records. Task: describe an organic reaction: reactants, conditions, products, and yield Reactants: Cc1cc(O)cc(C)c1Br, ClCCCl, F[n+]1ccccc1, [Na+], [Na+], O=S(=O)([O-])C(F)(F)F, O=S([O-])([O-])=S. Yields the product Cc1cc(O)c(F)c(C)c1Br. Reaction SMILES: [Br:1][c:2]1[c:3]([CH3:10])[cH:4][c:5]([OH:9])[cH:6][c:7]1[CH3:8].[Cl:33][CH2:34][CH2:35][Cl:36].[F:19][n+:20]1[cH:21][cH:22][cH:23][cH:24][cH:25]1.[Na+:31].[Na+:32].[S:11]([O-:12])([C:13]([F:14])([F:15])[F:16])(=[O:17])=[O:18].[S:26]([O-:27])([O-:28])(=[O:29])=[S:30]>>[Br:1][c:2]1[c:3]([CH3:10])[c:4]([F:15])[c:5]([OH:9])[cH:6][c:7]1[CH3:8]. Reactants: ClC1=C2C=CC=NC2=C(C=C1)NS(=O)(=O)C1=C(C=C(C=C1)C(F)(F)F)[N+](=O)[O-] (N-(5-chloro-quinolin-8-yl)-2-nitro-4-trifluoromethyl-benzenesulfonamide), ClC1=C2C=CC=NC2=C(C=C1)NS(=O)(=O)C1=C(C=C(C=C1)C(F)(F)F)[N+](=O)[O-] (N-(5-chloro-quinolin-8-yl)-2-nitro-4-trifluoromethyl-benzenesulfonamide), Cl[Sn]Cl (SnCl2). Solvent: CCO (EtOH). Product: NC1=C(C=CC(=C1)C(F)(F)F)S(=O)(=O)NC=1C=CC(=C2C=CC=NC12)Cl (2-Amino-N-(5-chloro-quinolin-8-yl)-4-trifluoromethyl-benzenesulfonamide). Yield: 92.2%. As a reaction SMILES: [Cl:1][C:2]1[CH:11]=[CH:10][C:9]([NH:12][S:13]([C:16]2[CH:21]=[CH:20][C:19]([C:22]([F:25])([F:24])[F:23])=[CH:18][C:17]=2[N+:26]([O-])=O)(=[O:15])=[O:14])=[C:8]2[C:3]=1[CH:4]=[CH:5][CH:6]=[N:7]2.Cl[Sn]Cl>CCO>[NH2:26][C:17]1[CH:18]=[C:19]([C:22]([F:24])([F:23])[F:25])[CH:20]=[CH:21][C:16]=1[S:13]([NH:12][C:9]1[CH:10]=[CH:11][C:2]([Cl:1])=[C:3]2[C:8]=1[N:7]=[CH:6][CH:5]=[CH:4]2)(=[O:14])=[O:15]. Procedure: In a similar fashion using route 1 general procedure 4, N-(5-chloro-quinolin-8-yl)-2-nitro-4-trifluoromethyl-benzenesulfonamide (Intermediate 272) (0.7 g, 1.62 mmol), SnCl2 (0.92 g, 4.86 mmol) and EtOH (15 ml) gave the title compound (0.6 g, 92%) which was used in the next step without further purification. Reactants: C(C)(=O)O[BH-](OC(C)=O)OC(C)=O.[Na+] (sodium triacetoxyborohydride), C(O)CN (ethanolamine), C1(CCCCC1)CCC=O (3-cyclohexylpropionaldehyde). Product: C1(CCCCC1)CCCNCCO (2-(3-cyclohexylpropylamino)ethanol). The solvent is C(Cl)Cl (DCM), C(Cl)Cl (DCM). As a reaction SMILES: [CH2:1]([CH2:3][NH2:4])[OH:2].[CH:5]1([CH2:11][CH2:12][CH:13]=O)[CH2:10][CH2:9][CH2:8][CH2:7][CH2:6]1.C(O[BH-](OC(=O)C)OC(=O)C)(=O)C.[Na+]>C(Cl)Cl>[CH:5]1([CH2:11][CH2:12][CH2:13][NH:4][CH2:3][CH2:1][OH:2])[CH2:10][CH2:9][CH2:8][CH2:7][CH2:6]1 |f:2.3|. Reported procedure: To a solution of ethanolamine (0.44 g, 7.1 mmol) in DCM (15 mL) at 0° C. was added a solution of 3-cyclohexylpropionaldehyde (1.0 g, 7.1 mmol) in DCM (10 mL) followed by sodium triacetoxyborohydride (1.67 g, 7.86 mmol). The resulting mixture was warmed to room temperature. After 2.5 hours the desired product was observed by mass spectrometric analysis. The reaction mixture was stirred overnight, then diluted with DCM (50 mL), washed with saturated sodium bicarbonate (2×50 mL), and brine (50 mL),... The reactants are ClC1=C2C=CN(C(C2=CC=C1Cl)=O)CC1CCN(CC1)C(=O)OC(C)(C)C (tert-butyl 4-[(5,6-dichloro-1-oxo-2(1H)-isoquinolinyl)methyl]-1-piperidinecarboxylate), Cl (hydrochloric acid). The solvent is O1CCOCC1 (1,4-dioxane). Reaction conditions: time 8 hour. The product is Cl.ClC1=C2C=CN(C(C2=CC=C1Cl)=O)CC1CCNCC1 (5,6-dichloro-2-(4-piperidinylmethyl)-1(2H)-isoquinolinone Hydrochloride). Isolated yield 189.3%. As a reaction SMILES: [Cl:1][C:2]1[C:11]([Cl:12])=[CH:10][CH:9]=[C:8]2[C:3]=1[CH:4]=[CH:5][N:6]([CH2:14][CH:15]1[CH2:20][CH2:19][N:18](C(OC(C)(C)C)=O)[CH2:17][CH2:16]1)[C:7]2=[O:13].Cl>O1CCOCC1>[ClH:1].[Cl:1][C:2]1[C:11]([Cl:12])=[CH:10][CH:9]=[C:8]2[C:3]=1[CH:4]=[CH:5][N:6]([CH2:14][CH:15]1[CH2:20][CH2:19][NH:18][CH2:17][CH2:16]1)[C:7]2=[O:13] |f:3.4|. Procedure: The compound prepared in Example 76 (0.05 g) was suspended in 1,4-dioxane (4 mL), hydrochloric acid (4 mol/L solution in 1,4-dioxane, 0.88 mL) was added and the reaction mixture was stirred at room temperature overnight. The reaction mixture was concentrated to obtain the title compound (0.04 g) having the following physical data. Reactants: CC(C)(C)OC(=O)N1C(=O)C2CC1CCC2N1CCC(NC(=O)OCc2ccccc2)C1=O, C1CCOC1, [Li+], [OH-], O, O. The product is CC(C)(C)OC(=O)NC1CCC(N2CCC(NC(=O)OCc3ccccc3)C2=O)C(C(=O)O)C1. Reaction SMILES: [CH2:1]([c:2]1[cH:3][cH:4][cH:5][cH:6][cH:7]1)[O:8][C:9](=[O:10])[NH:11][CH:12]1[C:13](=[O:33])[N:14]([CH:17]2[CH:18]3[C:19](=[O:32])[N:20]([C:25](=[O:26])[O:27][C:28]([CH3:29])([CH3:30])[CH3:31])[CH:21]([CH2:22][CH2:23]2)[CH2:24]3)[CH2:15][CH2:16]1.[CH2:38]1[O:39][CH2:40][CH2:41][CH2:42]1.[Li+:36].[OH-:35].[OH2:34].[OH2:37]>>[CH2:1]([c:2]1[cH:3][cH:4][cH:5][cH:6][cH:7]1)[O:8][C:9](=[O:10])[NH:11][CH:12]1[C:13](=[O:33])[N:14]([CH:17]2[CH:18]([C:19](=[O:32])[OH:34])[CH2:24][CH:21]([NH:20][C:25](=[O:26])[O:27][C:28]([CH3:29])([CH3:30])[CH3:31])[CH2:22][CH2:23]2)[CH2:15][CH2:16]1. The reactants are CC(=O)O, Cl, CCOC(=O)C=Cc1cnc(N)cc1C. Product: Cc1cc(N)ncc1C=CC(=O)O. As a reaction SMILES: [C:17]([OH:18])(=[O:19])[CH3:20].[ClH:16].[NH2:1][c:2]1[cH:3][c:4]([CH3:15])[c:5]([CH:8]=[CH:9][C:10](=[O:11])[O:12][CH2:13][CH3:14])[cH:6][n:7]1>>[NH2:1][c:2]1[cH:3][c:4]([CH3:15])[c:5]([CH:8]=[CH:9][C:10](=[O:11])[OH:12])[cH:6][n:7]1. The reactants are C(C)OC(=O)N1C2C(=C(CC1CC2)Cl)C=2C(=NSN2)Cl (8-ethoxycarbonyl-3-chloro-2-(3-chloro-1,2,5-thiadiazol-4-yl)-8-azabicyclo[3.2.1]oct-2-ene), [Cl-].[Cl-].[Cl-].[Al+3] (aluminium trichloride), O (water). The solvent is C1(=CC=CC=C1)C (toluene). Reported procedure: To a solution of 8-ethoxycarbonyl-3-chloro-2-(3-chloro-1,2,5-thiadiazol-4-yl)-8-azabicyclo[3.2.1]oct-2-ene (1.7 g, 5 mmol) (PCT/DK91/00236) in dry toluene (50 ml) was added aluminium trichloride (2.6 g, 20 mmol). The reaction mixture was heated to 80° C. and kept at this temperature for 10 min. After cooling water was carefully added to the reaction mixture. The water solution was extracted with methylene chloride (2×50 ml), then made basic with 4N sodiumhydroxide solution. The alkaline solution... Product: ClC1=C(C2CCC(C1)N2)C=2C(=NSN2)Cl (3-Chloro-2-(3-chloro-1,2,5-thiadiazol-4-yl)-8-azabicyclo[3.2.1]oct-2-ene). Reaction conditions: temperature 80 celsius, time 10 minute. RXN SMILES: C(OC([N:6]1[CH:11]2[CH2:12][CH2:13][CH:7]1[C:8]([C:15]1[C:16]([Cl:20])=[N:17][S:18][N:19]=1)=[C:9]([Cl:14])[CH2:10]2)=O)C.[Cl-].[Cl-].[Cl-].[Al+3].O>C1(C)C=CC=CC=1>[Cl:14][C:9]1[CH2:10][CH:11]2[NH:6][CH:7]([CH2:13][CH2:12]2)[C:8]=1[C:15]1[C:16]([Cl:20])=[N:17][S:18][N:19]=1 |f:1.2.3.4|. Starting materials: CO, Cl, O=C(O)c1ccc2cc(S)ccc2c1. Product: COC(=O)c1ccc2cc(S)ccc2c1. RXN SMILES: [CH3:16][OH:17].[ClH:15].[SH:1][c:2]1[cH:3][c:4]2[cH:5][cH:6][c:7]([C:12](=[O:13])[OH:14])[cH:8][c:9]2[cH:10][cH:11]1>>[SH:1][c:2]1[cH:3][c:4]2[cH:5][cH:6][c:7]([C:12](=[O:13])[O:14][CH3:16])[cH:8][c:9]2[cH:10][cH:11]1. Reactants: ClCC(=O)C1=CC(=C(C=C1)Cl)S(NC)(=O)=O (2,4'-dichloro-3'-methylsulfamoylacetophenone), C(C)NC(=S)NCC (1,3-diethylthiourea). Run in C(C)(C)OC(C)C (diisopropyl ether). Yields the product Cl.C(C)N1C(SCC1(O)C1=CC(=C(C=C1)Cl)S(NC)(=O)=O)=NCC (3-Ethyl-2-ethylimino-4-(4-chloro-3-methylsulfamoylphenyl)-1,3-thiazolidine-4-ol-hydrochloride). RXN SMILES: [Cl:1][CH2:2][C:3]([C:5]1[CH:10]=[CH:9][C:8]([Cl:11])=[C:7]([S:12](=[O:16])(=[O:15])[NH:13][CH3:14])[CH:6]=1)=[O:4].[CH2:17]([NH:19][C:20]([NH:22][CH2:23][CH3:24])=[S:21])[CH3:18]>C(OC(C)C)(C)C>[ClH:1].[CH2:23]([N:22]1[C:3]([C:5]2[CH:10]=[CH:9][C:8]([Cl:11])=[C:7]([S:12](=[O:16])(=[O:15])[NH:13][CH3:14])[CH:6]=2)([OH:4])[CH2:2][S:21][C:20]1=[N:19][CH2:17][CH3:18])[CH3:24] |f:3.4|. Procedure details: 5.6 g of 2,4'-dichloro-3'-methylsulfamoylacetophenone and 2.7 g of 1,3-diethylthiourea were reacted as prescribed in Example 12. After the addition of 100 ml of diisopropyl ether and a dwelling period of 1 hour at 0° C, the solvent was decanted and the oily end product was crystallized under boiling diethyl ether. Colorless solid body, melting point: 168° C (decomposition). As a reaction SMILES: [CH3:1][C:2]1[NH:7][C:6](=[O:8])[C:5]([C:9]#[N:10])=[CH:4][C:3]=1[C:11]1[CH:12]=[CH:13][C:14]2[N:15]([CH:17]=[CH:18][N:19]=2)[CH:16]=1.[OH2:20].N>S(=O)(=O)(O)O>[CH3:1][C:2]1[NH:7][C:6](=[O:8])[C:5]([C:9]([NH2:10])=[O:20])=[CH:4][C:3]=1[C:11]1[CH:12]=[CH:13][C:14]2[N:15]([CH:17]=[CH:18][N:19]=2)[CH:16]=1 |f:1.2|. Reported procedure: In 15 ml of conc. sulfuric acid, 3 g of 1,2-dihydro-6-methyl-5-(imidazo[1,2-a]pyridin-6-yl)-2-oxo-3-pyridinecarbonitrile was stirred at 90° C. for 40 minutes. After cooling, the reaction mixture was poured into ice and conc. ammonia water was added thereto to render the mixture alkaline. Crystals prepcipitated were taken by filtration. After washing with water and drying, the crystals were recrystallized from N,N-dimethylformamide to obtain 2.5 g of 1,2-dihydro-6-methyl-5-(imidazo[1,2-a]pyridin-... Yields the product CC1=C(C=C(C(N1)=O)C(=O)N)C=1C=CC=2N(C1)C=CN2 (1,2-dihydro-6-methyl-5-(imidazo[1,2-a]pyridin-6-yl)-2-oxo-3-pyridinecarboxamide). The reactants are CC1=C(C=C(C(N1)=O)C#N)C=1C=CC=2N(C1)C=CN2 (1,2-dihydro-6-methyl-5-(imidazo[1,2-a]pyridin-6-yl)-2-oxo-3-pyridinecarbonitrile), O.N (ammonia water). The solvent is S(O)(O)(=O)=O (sulfuric acid).